This data is from the Open Reaction Database (ORD), a public repository of structured organic reaction records. The task is: describe an organic reaction: reactants, conditions, products, and yield Starting materials: CS(C)=O, C[S+](C)(C)=O, O=C(c1ccc(Cl)cc1)C1(n2cnc(Cl)n2)CC1, [H-], [I-], [Na+], O. Product: Clc1ccc(C2(C3(n4cnc(Cl)n4)CC3)CO2)cc1. Reaction SMILES: [CH3:28][S:29](=[O:30])[CH3:31].[CH3:4][S+:5]([CH3:6])([CH3:7])=[O:8].[Cl:9][c:10]1[cH:11][cH:12][c:13]([C:14](=[O:15])[C:16]2([n:19]3[n:20][c:21]([Cl:24])[n:22][cH:23]3)[CH2:17][CH2:18]2)[cH:25][cH:26]1.[H-:1].[I-:3].[Na+:2].[OH2:27]>>[CH2:4]1[C:14]([c:13]2[cH:12][cH:11][c:10]([Cl:9])[cH:26][cH:25]2)([C:16]2([n:19]3[n:20][c:21]([Cl:24])[n:22][cH:23]3)[CH2:17][CH2:18]2)[O:15]1. Starting materials: [Li]CCCC (n-BuLi), solution, COC=1C(C(C1OC)=O)=O (3,4-dimethoxy-3-cyclobutene-1,2-dione), FC(C(=O)OC(C(F)(F)F)=O)(F)F (trifluoroacetic anhydride), [NH4+].[Cl-] (NH4Cl). The solvent is CCCCCC (hexane), C1CCOC1 (THF), CCOC(=O)C (EtOAc). Reaction conditions: time 2 hour. Product: C(CCC)C=1C(C(C1OC)=O)=O (3-Butyl-4-methoxy-3-cyclobutene-1,2-dione). Yield: 48.0%. Reaction SMILES: [Li][CH2:2][CH2:3][CH2:4][CH3:5].[CH3:6][O:7][C:8]1[C:9](=O)[C:10](=[O:14])[C:11]=1[O:12]C.FC(F)(F)C(OC(=O)C(F)(F)F)=O.[NH4+].[Cl-]>CCCCCC.C1COCC1.CCOC(C)=O>[CH2:2]([C:9]1[C:10](=[O:14])[C:11](=[O:12])[C:8]=1[O:7][CH3:6])[CH2:3][CH2:4][CH3:5] |f:3.4|. Reported procedure: n-BuLi (8.13 ml of a 1.6M solution in hexane, 13 mmol) was added slowly to a solution of 3,4-dimethoxy-3-cyclobutene-1,2-dione (1.42 g, 10 mmol) in THF (100 ml) at −78°. After 2 h, trifluoroacetic anhydride (2.12 ml, 15 mmol) was added. After a further 30 min the cold solution was poured into NH4Cl(aq) (100 ml) and EtOAc (100 ml) and stirred well. The aqueous layer was extracted with EtOAc. The organic extracts were washed with brine, dried (Na2SO4) and concentrated in vacuo. Column chromatograp... Starting materials: C(C)(=O)NCC1=C(C(=CC(=C1)C(C)(C)C)S(=O)(=O)Cl)O (2-acetamidomethyl-6-chlorosulfonyl-4-(1,1-dimethylethyl)-phenol), C(C)NCC (diethylamine). The product is Cl.NCC1=C(C(=CC(=C1)C(C)(C)C)S(N(CC)CC)(=O)=O)O (2-Aminomethyl-6-diethylsulfamoyl-4-(1,1-dimethylethyl)-phenol hydrochloride). Reaction SMILES: C([NH:4][CH2:5][C:6]1[CH:11]=[C:10]([C:12]([CH3:15])([CH3:14])[CH3:13])[CH:9]=[C:8]([S:16]([Cl:19])(=[O:18])=[O:17])[C:7]=1[OH:20])(=O)C.[CH2:21]([NH:23][CH2:24][CH3:25])[CH3:22]>>[ClH:19].[NH2:4][CH2:5][C:6]1[CH:11]=[C:10]([C:12]([CH3:13])([CH3:14])[CH3:15])[CH:9]=[C:8]([S:16](=[O:17])(=[O:18])[N:23]([CH2:24][CH3:25])[CH2:21][CH3:22])[C:7]=1[OH:20] |f:2.3|. Procedure details: This compound is prepared analagously to Examples 11 c and 11 d from 2-acetamidomethyl-6-chlorosulfonyl-4-(1,1-dimethylethyl)-phenol and diethylamine. Reactants: CI, [H-], [Na+], CN(C)C=O, COC(=O)c1cc2c(O)cccc2o1. The product is COC(=O)c1cc2c(OC)cccc2o1. As a reaction SMILES: [CH3:17][I:18].[H-:1].[Na+:2].[O:19]=[CH:20][N:21]([CH3:22])[CH3:23].[OH:3][c:4]1[cH:5][cH:6][cH:7][c:8]2[c:9]1[cH:10][c:11]([C:13](=[O:14])[O:15][CH3:16])[o:12]2>>[O:3]([c:4]1[cH:5][cH:6][cH:7][c:8]2[c:9]1[cH:10][c:11]([C:13](=[O:14])[O:15][CH3:16])[o:12]2)[CH3:17]. Starting materials: Cl.N[C@H]1CC[C@H](CC1)NC(=O)C1=C(NC=2C1=NC=CC2C2=C(C=CC(=C2)OC)OCC2CC2)C (N-(cis-4-aminocyclohexyl)-7-[2-(cyclopropylmethoxy)-5-methoxyphenyl]-2-methyl-1H-pyrrolo[3,2-b]pyridine-3-carboxamide hydrochloride), C(C)(=O)OCC(=O)Cl (2-chloro-2-oxoethyl acetate). Product: C1(CC1)COC1=C(C=C(C=C1)OC)C1=C2C(=NC=C1)C(=C(N2)C)C(=O)N[C@@H]2CC[C@@H](CC2)NC(CO)=O (7-[2-(Cyclopropylmethoxy)-5-methoxyphenyl]-N-{cis-4-[(hydroxyacetyl)amino]cyclohexyl}-2-methyl-1H-pyrrolo[3,2-b]pyridine-3-carboxamide). RXN SMILES: Cl.[NH2:2][C@@H:3]1[CH2:8][CH2:7][C@H:6]([NH:9][C:10]([C:12]2[C:16]3=[N:17][CH:18]=[CH:19][C:20]([C:21]4[CH:26]=[C:25]([O:27][CH3:28])[CH:24]=[CH:23][C:22]=4[O:29][CH2:30][CH:31]4[CH2:33][CH2:32]4)=[C:15]3[NH:14][C:13]=2[CH3:34])=[O:11])[CH2:5][CH2:4]1.C([O:38][CH2:39][C:40](Cl)=[O:41])(=O)C>>[CH:31]1([CH2:30][O:29][C:22]2[CH:23]=[CH:24][C:25]([O:27][CH3:28])=[CH:26][C:21]=2[C:20]2[CH:19]=[CH:18][N:17]=[C:16]3[C:12]([C:10]([NH:9][C@H:6]4[CH2:7][CH2:8][C@@H:3]([NH:2][C:39](=[O:38])[CH2:40][OH:41])[CH2:4][CH2:5]4)=[O:11])=[C:13]([CH3:34])[NH:14][C:15]=23)[CH2:32][CH2:33]1 |f:0.1|. Reported procedure: Starting from N-(cis-4-aminocyclohexyl)-7-[2-(cyclopropylmethoxy)-5-methoxyphenyl]-2-methyl-1H-pyrrolo[3,2-b]pyridine-3-carboxamide hydrochloride (example D.f16) and commercially available 2-chloro-2-oxoethyl acetate the title compound is obtained as colorless solid.